The task is: describe an organic reaction: reactants, conditions, products, and yield. This data is from the Open Reaction Database (ORD), a public repository of structured organic reaction records. Reactants: ClC(OC1=CC=CC=C1)Cl (dichlorophenoxymethane), CS(=O)(=O)N (methanesulfonamide), C(O)([O-])=O.[Na+] (sodium hydrogen carbonate). The solvent is C(C)#N (acetonitrile). Run at time 48 hour. The product is CS(=O)(=O)N=C(OC1=CC=CC=C1)OC1=CC=CC=C1 (1-(N-methanesulfonylimino)-1,1-diphenoxymethane). RXN SMILES: Cl[CH:2](Cl)[O:3][C:4]1[CH:9]=[CH:8][CH:7]=[CH:6][CH:5]=1.[CH3:11][S:12]([NH2:15])(=[O:14])=[O:13].[C:16](=[O:19])([O-])O.[Na+]>C(#N)C>[CH3:11][S:12]([N:15]=[C:2]([O:19][C:16]1[CH:8]=[CH:9][CH:4]=[CH:5][CH:6]=1)[O:3][C:4]1[CH:9]=[CH:8][CH:7]=[CH:6][CH:5]=1)(=[O:14])=[O:13] |f:2.3|. Reported procedure: To a solution of dichlorophenoxymethane (1 g) in acetonitrile (10 mL) was added methanesulfonamide (0.39 g) under ice-cooling, and the mixture was stirred at room temperature for 48 hours. The reaction mixture was poured into a saturated aqueous sodium hydrogen carbonate solution, and the resuling mixture was extracted with ethyl acetate. The organic layer was washed with water and brine, and dried over anhydrous magnesium sulfate. The solvent was removed under reduced pressure to give 1-(N-meth... Starting materials: C(#N)C(=CC1=CC=C(C=C1)C=1SC=CC1C#N)S(=O)(=O)C1=CC=C(C=C1)C (2-(4-{2-cyano-2-[(4-methylphenyl)sulfonyl]vinyl}phenyl)thiophene-3-carbonitrile), C(#N)CC(=O)OCC (ethyl cyanoacetate), N12CCCCCC2=NCCC1 (1,8-diazabicyclo[5.4.0]undec-7-ene). Yields the product C(#N)C=1C(=C(NC1)C(=O)OCC)C1=CC=C(C=C1)C=1SC=CC1C#N (ethyl 4-cyano-3-[4-(3-cyano(2-thienyl))phenyl]pyrrole-2-carboxylate). As a reaction SMILES: [C:1]([C:3](S(C1C=CC(C)=CC=1)(=O)=O)=[CH:4][C:5]1[CH:10]=[CH:9][C:8]([C:11]2[S:12][CH:13]=[CH:14][C:15]=2[C:16]#[N:17])=[CH:7][CH:6]=1)#[N:2].C([CH2:30][C:31]([O:33][CH2:34][CH3:35])=[O:32])#N.[N:36]12CCCN=C1CCCC[CH2:37]2>>[C:37]([C:3]1[C:4]([C:5]2[CH:6]=[CH:7][C:8]([C:11]3[S:12][CH:13]=[CH:14][C:15]=3[C:16]#[N:17])=[CH:9][CH:10]=2)=[C:30]([C:31]([O:33][CH2:34][CH3:35])=[O:32])[NH:2][CH:1]=1)#[N:36]. Procedure: In a manner analogous to the procedure set forth in example A-239, the title compound is prepared from 2-(4-{2-cyano-2-[(4-methylphenyl)sulfonyl]vinyl}phenyl)thiophene-3-carbonitrile, prepared directly above, ethyl cyanoacetate and 1,8-diazabicyclo[5.4.0]undec-7-ene. Reactants: CC(=O)O, CO, CCO, CCOC(C)=O, ClC(Cl)Cl, CCOC(=O)C1CCOc2cc(Oc3ccc(C(=O)NCCc4ccc(Cl)cc4C4CC4)cc3)c(Cl)cc21, Cl, [Na+], C1CCOC1, [OH-]. Product: O=C(NCCc1ccc(Cl)cc1C1CC1)c1ccc(Oc2cc3c(cc2Cl)C(C(=O)O)CCO3)cc1. As a reaction SMILES: [C:47]([OH:48])(=[O:49])[CH3:50].[CH3:45][OH:46].[CH3:56][CH2:57][OH:58].[CH3:59][CH2:60][O:61][C:62]([CH3:63])=[O:64].[CH:41]([Cl:42])([Cl:43])[Cl:44].[Cl:1][c:2]1[cH:3][c:4]2[c:9]([cH:10][c:11]1[O:12][c:13]1[cH:14][cH:15][c:16]([C:19]([NH:20][CH2:21][CH2:22][c:23]3[c:24]([CH:30]4[CH2:31][CH2:32]4)[cH:25][c:26]([Cl:29])[cH:27][cH:28]3)=[O:33])[cH:17][cH:18]1)[O:8][CH2:7][CH2:6][CH:5]2[C:34](=[O:35])[O:36][CH2:37][CH3:38].[ClH:65].[Na+:40].[O:51]1[CH2:52][CH2:53][CH2:54][CH2:55]1.[OH-:39]>>[Cl:1][c:2]1[cH:3][c:4]2[c:9]([cH:10][c:11]1[O:12][c:13]1[cH:14][cH:15][c:16]([C:19]([NH:20][CH2:21][CH2:22][c:23]3[c:24]([CH:30]4[CH2:31][CH2:32]4)[cH:25][c:26]([Cl:29])[cH:27][cH:28]3)=[O:33])[cH:17][cH:18]1)[O:8][CH2:7][CH2:6][CH:5]2[C:34](=[O:35])[OH:36].